Dataset: the Open Reaction Database (ORD), a public repository of structured organic reaction records. Task: describe an organic reaction: reactants, conditions, products, and yield Starting materials: stainless steel, C(C=C)C1=CC=C2C=CC=NC2=C1O (7-allyl-8-hydroxyquinoline), [H][H] (hydrogen). The reagents and catalysts are [Pd] (palladium on charcoal). Run in CO (methanol). The product is C(CC)C1=CC=C2C=CC=NC2=C1O (7-propyl-8-hydroxyquinoline). Isolated yield 84.5%. RXN SMILES: [CH2:1]([C:4]1[C:13]([OH:14])=[C:12]2[C:7]([CH:8]=[CH:9][CH:10]=[N:11]2)=[CH:6][CH:5]=1)[CH:2]=[CH2:3].[H][H]>[Pd].CO>[CH2:1]([C:4]1[C:13]([OH:14])=[C:12]2[C:7]([CH:8]=[CH:9][CH:10]=[N:11]2)=[CH:6][CH:5]=1)[CH2:2][CH3:3]. Procedure details: Into a stainless steel autoclave, one introduces 93 g of 7-allyl-8-hydroxyquinoline (i.e. 0.5 mole), 250 ml of methanol, and 3 g of 5% palladium on charcoal. The hydrogenation is carried out under a 4 kg/cm2 hydrogen pressure. After absorption of a sufficient quantity of hydrogen and cooling, one filters off the catalyst, removes the solvent by distillation under normal pressure, and then distills the residue under high vacuum. The 7-propyl-8-hydroxyquinoline distills at 105°-106°C at a pressure... Reactants: C1(=CC=CC=C1)N1CCNCC1 (1-phenylpiperazine), ClCCC(COC1=C(C=CC=C1)OC)O (4-chloro-1-(2-methoxyphenoxy)-2-butanol), C([O-])([O-])=O.[Na+].[Na+] (sodium carbonate). Run in C(CCC)O (1-butanol). Product: COC1=C(OCC(CCN2CCN(CC2)C2=CC=CC=C2)O)C=CC=C1 (1-(2-Methoxyphenoxy)-4-(4-phenyl-1-piperazinyl)-2-butanol). Isolated yield 63.1%. As a reaction SMILES: [C:1]1([N:7]2[CH2:12][CH2:11][NH:10][CH2:9][CH2:8]2)[CH:6]=[CH:5][CH:4]=[CH:3][CH:2]=1.Cl[CH2:14][CH2:15][CH:16]([OH:27])[CH2:17][O:18][C:19]1[CH:24]=[CH:23][CH:22]=[CH:21][C:20]=1[O:25][CH3:26].C(=O)([O-])[O-].[Na+].[Na+]>C(O)CCC>[CH3:26][O:25][C:20]1[CH:21]=[CH:22][CH:23]=[CH:24][C:19]=1[O:18][CH2:17][CH:16]([OH:27])[CH2:15][CH2:14][N:10]1[CH2:11][CH2:12][N:7]([C:1]2[CH:6]=[CH:5][CH:4]=[CH:3][CH:2]=2)[CH2:8][CH2:9]1 |f:2.3.4|. Reported procedure: This compound was prepared according to the procedure of Example 78. A mixture of 3.2 g (0.02 mole) of 1-phenylpiperazine, 4.8 g (0.02 mole) of 4-chloro-1-(2-methoxyphenoxy)-2-butanol and 8.0 g (0.075 mole) of anhydrous sodium carbonate in 100 ml of 1-butanol gave 4.5 g (64%) of white powder, m.p. 101°-102° C. Recrystallizing solvent used was iropropyl alcohol. The reactants are ICC (iodoethane), OC=1C=C(C=C2C=NNC12)C(=O)OCC (ethyl 7-hydroxy-1H-indazole-5-carboxylate), oil, [H-].[Na+] (NaH). The solvent is CN(C)C=O (DMF), CN(C)C=O (DMF). Product: C(C)OC=1C=C(C=C2C=NNC12)C(=O)OCC (ethyl 7-ethoxy-1H-indazole-5-carboxylate). Isolated yield 38.4%. Reaction SMILES: [OH:1][C:2]1[CH:3]=[C:4]([C:11]([O:13][CH2:14][CH3:15])=[O:12])[CH:5]=[C:6]2[C:10]=1[NH:9][N:8]=[CH:7]2.[H-].[Na+].I[CH2:19][CH3:20]>CN(C=O)C>[CH2:19]([O:1][C:2]1[CH:3]=[C:4]([C:11]([O:13][CH2:14][CH3:15])=[O:12])[CH:5]=[C:6]2[C:10]=1[NH:9][N:8]=[CH:7]2)[CH3:20] |f:1.2|. Procedure details: To a solution of ethyl 7-hydroxy-1H-indazole-5-carboxylate (918 mg, 4.45 mmol) in DMF (35 mL) at 0° C. was added 60% oil dispersion of NaH (178 mg, 4.45 mmol). The mixture was aged for 1 hour at 0° C. before dropwise addition of a solution of iodoethane (694 mg, 0.36 mL, 4.45 mmol) in DMF (15 mL). The mixture was aged at 0° C. for several hours before removal of the ice bath. The reaction was allowed to warm to room temperature and aged overnight. The mixture was diluted with EtOAc, washed with ... The reactants are solution, B(Br)(Br)Br (boron tribromide), C([O-])([O-])=O.[K+].[K+] (potassium carbonate), BrC1=CC(=C(C=C1)Cl)CC1=CC=C(C=C1)OC (1-bromo-4-chloro-3-(4-methoxy-benzyl)-benzene), Cl (hydrochloric acid). The solvent is ClCCl (dichloromethane), ClCCl (dichloromethane). Reaction conditions: time 2 hour. Product: BrC=1C=CC(=C(CC2=CC=C(C=C2)O)C1)Cl (4-(5-bromo-2-chloro-benzyl)-phenol). RXN SMILES: [Br:1][C:2]1[CH:7]=[CH:6][C:5]([Cl:8])=[C:4]([CH2:9][C:10]2[CH:15]=[CH:14][C:13]([O:16]C)=[CH:12][CH:11]=2)[CH:3]=1.B(Br)(Br)Br.C(=O)([O-])[O-].[K+].[K+].Cl>ClCCl>[Br:1][C:2]1[CH:7]=[CH:6][C:5]([Cl:8])=[C:4]([CH:3]=1)[CH2:9][C:10]1[CH:15]=[CH:14][C:13]([OH:16])=[CH:12][CH:11]=1 |f:2.3.4|. Reported procedure: A solution of 14.8 g 1-bromo-4-chloro-3-(4-methoxy-benzyl)-benzene in 150 mL dichloromethane is cooled in an ice bath. 50 mL of a 1 M solution of boron tribromide in dichloromethane are added and the resulting solution is stirred for 2 h at ambient temperature. The solution is then cooled in an ice bath again and saturated aqueous potassium carbonate solution is added dropwise. At ambient temperature the mixture is adjusted with aqueous 1 M hydrochloric acid to pH 1, the organic phase is separat... Reactants: [BH4-], CC(C)(C)OC(=O)N1CCNC(=O)C1c1ccc(Cl)cc1, C1COCCO1, CC(=O)O, [Na+]. The product is CC(C)(C)OC(=O)N1CCNCC1c1ccc(Cl)cc1. As a reaction SMILES: [BH4-:26].[C:1]([CH3:2])([CH3:3])([CH3:4])[O:5][C:6](=[O:7])[N:8]1[CH:9]([c:15]2[cH:16][cH:17][c:18]([Cl:21])[cH:19][cH:20]2)[C:10](=[O:14])[NH:11][CH2:12][CH2:13]1.[CH2:28]1[O:29][CH2:30][CH2:31][O:32][CH2:33]1.[CH3:22][C:23](=[O:24])[OH:25].[Na+:27]>>[C:1]([CH3:2])([CH3:3])([CH3:4])[O:5][C:6](=[O:7])[N:8]1[CH:9]([c:15]2[cH:16][cH:17][c:18]([Cl:21])[cH:19][cH:20]2)[CH2:10][NH:11][CH2:12][CH2:13]1. The reactants are O=C(Cl)c1ccccc1, Cc1ccncc1, ClCCl. Yields the product O=C(Cc1ccncc1)c1ccccc1. RXN SMILES: [C:1]([c:2]1[cH:3][cH:4][cH:5][cH:6][cH:7]1)(=[O:8])[Cl:9].[CH3:10][c:11]1[cH:12][cH:13][n:14][cH:15][cH:16]1.[Cl:17][CH2:18][Cl:19]>>[C:1]([c:2]1[cH:3][cH:4][cH:5][cH:6][cH:7]1)(=[O:8])[CH2:10][c:11]1[cH:12][cH:13][n:14][cH:15][cH:16]1. Reactants: O=C(CCc1ccc(OCc2ccccc2)cc1)C1CCCC1, CO, O=C[O-], [NH4+]. Product: O=C(CCc1ccc(O)cc1)C1CCCC1. As a reaction SMILES: [CH2:1]([c:2]1[cH:3][cH:4][cH:5][cH:6][cH:7]1)[O:8][c:9]1[cH:10][cH:11][c:12]([CH2:15][CH2:16][C:17](=[O:18])[CH:19]2[CH2:20][CH2:21][CH2:22][CH2:23]2)[cH:13][cH:14]1.[CH3:28][OH:29].[CH:24]([O-:25])=[O:26].[NH4+:27]>>[OH:8][c:9]1[cH:10][cH:11][c:12]([CH2:15][CH2:16][C:17](=[O:18])[CH:19]2[CH2:20][CH2:21][CH2:22][CH2:23]2)[cH:13][cH:14]1. Starting materials: CC=1C=C2C=CC(=CC2=CC1)C(C(=O)OC)Cl (methyl 6-methyl-2-naphthyl-α-chloroacetate), C(Cl)Cl (methylene chloride), [OH-].[Na+] (sodium hydroxide), C(C)O (ethanol). Reported procedure: a mixture of 25 g. of methyl 6-methyl-2-naphthyl-α-chloroacetate, 10 g. of sodium hydroxide, and 200 ml. of ethanol is refluxed for two hours. The cooled mixture is acidified by the addition of IN hydrochloric acid. The resulting product, methyl 6-methyl-2-naphthyl-α-hydroxyacetate, is isolated by extractions with methylene chloride. The product is oxidized by means of the oxidation procedure described in Example 6 to give methyl 6-methyl-2-naphthyl-α-oxoacetate. The latter product is refluxed w... As a reaction SMILES: [CH3:1][C:2]1[CH:3]=[C:4]2[C:9](=[CH:10][CH:11]=1)[CH:8]=[C:7]([CH:12](Cl)[C:13]([O:15][CH3:16])=[O:14])[CH:6]=[CH:5]2.[OH-].[Na+].C([OH:22])C.C(Cl)Cl>Cl>[CH3:1][C:2]1[CH:3]=[C:4]2[C:9](=[CH:10][CH:11]=1)[CH:8]=[C:7]([CH:12]([OH:22])[C:13]([O:15][CH3:16])=[O:14])[CH:6]=[CH:5]2 |f:1.2|. Product: CC=1C=C2C=CC(=CC2=CC1)C(C(=O)OC)O (methyl 6-methyl-2-naphthyl-α-hydroxyacetate). Solvent: Cl (hydrochloric acid).